From a dataset of the Open Reaction Database (ORD), a public repository of structured organic reaction records. describe an organic reaction: reactants, conditions, products, and yield The reactants are COC([C@H](N)C)=O (D-Alanine methylester), C1COS(=O)(=O)C1 (1,3-propane sultone). Solvent: C(C)#N (acetonitrile). Product: COC([C@@H](C)NCCCS(=O)(=O)O)=O (3-{[(1R)-2-methoxy-1-methyl-2-oxoethyl]amino}-1-propanesulfonic acid). Yield: 57.7%. As a reaction SMILES: [CH3:1][O:2][C:3](=[O:7])[C@@H:4]([CH3:6])[NH2:5].[CH2:8]1[CH2:14][S:11](=[O:13])(=[O:12])[O:10][CH2:9]1>C(#N)C>[CH3:1][O:2][C:3](=[O:7])[C@H:4]([NH:5][CH2:9][CH2:8][CH2:14][S:11]([OH:13])(=[O:12])=[O:10])[CH3:6]. Procedure details: To a solution of D-Alanine methylester (1.33 g, 12.9 mmol) in acetonitrile (15 mL was added 1,3-propane sultone (1.42 g, 11.7 mmol). The solution was stirred at reflux for 2 hours. The reaction mixture was cooled to room temperature. The solid material was filtered and washed with acetonitrile (2×15 mL). The solid was dissolved in water (30 mL). Dowex Marathon C ion exchange resin (strongly acidic) was added to the solution. The suspension was stirred for 15 minutes before the resin was removed ...